From a dataset of the Open Reaction Database (ORD), a public repository of structured organic reaction records. describe an organic reaction: reactants, conditions, products, and yield The reactants are CC(=O)O, CCOC(=O)CC1C(=O)Nc2cccc(N)c21, Cc1ccc(S(=O)(=O)O)cc1. Yields the product O=C1CC2C(=O)Nc3cccc(c32)N1. Reaction SMILES: [C:29]([OH:30])(=[O:31])[CH3:32].[NH2:1][c:2]1[c:3]2[c:7]([cH:8][cH:9][cH:10]1)[NH:6][C:5](=[O:11])[CH:4]2[CH2:12][C:13]([O:15][CH2:14][CH3:16])=[O:17].[c:18]1([CH3:19])[cH:20][cH:21][c:22]([S:23]([OH:24])(=[O:25])=[O:26])[cH:27][cH:28]1>>[NH:1]1[c:2]2[c:3]3[c:7]([cH:8][cH:9][cH:10]2)[NH:6][C:5](=[O:11])[CH:4]3[CH2:12][C:13]1=[O:15]. Reactants: O (water), O1C(CCl)C1 (2,3-epoxypropyl chloride), OC1=CC=CC=2C(C(=C(OC21)C2=CC=CC=C2)C)=O (8-hydroxy-3-methyl-4-oxo-2-phenyl-4H-1-benzopyran), [OH-].[Na+] (sodium hydroxide). Run in C(C)O (ethanol). Run at time 6 hour. Product: O1C(COC2=CC=CC=3C(C(=C(OC32)C3=CC=CC=C3)C)=O)C1 (8-(2,3-Epoxypropoxy)-3-methyl-4-oxo-2-phenyl-4H-1-benzopyran). Reaction SMILES: [O:1]1[CH2:5][CH:2]1[CH2:3]Cl.[OH:6][C:7]1[C:16]2[O:15][C:14]([C:17]3[CH:22]=[CH:21][CH:20]=[CH:19][CH:18]=3)=[C:13]([CH3:23])[C:12](=[O:24])[C:11]=2[CH:10]=[CH:9][CH:8]=1.[OH-].[Na+].O>C(O)C>[O:1]1[CH2:5][CH:2]1[CH2:3][O:6][C:7]1[C:16]2[O:15][C:14]([C:17]3[CH:18]=[CH:19][CH:20]=[CH:21][CH:22]=3)=[C:13]([CH3:23])[C:12](=[O:24])[C:11]=2[CH:10]=[CH:9][CH:8]=1 |f:2.3|. Procedure: 7 ml of 2,3-epoxypropyl chloride was added dropwise at 20°-25° C. to a stirred mixture of 5 g of 8-hydroxy-3-methyl-4-oxo-2-phenyl-4H-1-benzopyran and 9.7 ml of 2N aqueous sodium hydroxide solution in 10 ml of ethanol. After 6 hours at 20°-25° C., the reaction mixture was poured into 100 ml of water and the precipitate which formed was collected by suction filtration. After drying and purifying by flash chromatography on silica gel (eluant petroleum ether: ethyl acetate (65:35), there was obtain...